From a dataset of the Open Reaction Database (ORD), a public repository of structured organic reaction records. describe an organic reaction: reactants, conditions, products, and yield The reactants are C(C)OC=1C=C(C(=O)N(C)OC)C=CC1OC (3-ethoxy-4,N-dimethoxy-N-methyl-benzamide), BrC1=CC2=C(N(CCO2)C)C=C1 (7-bromo-4-methyl-3,4-dihydro-2H-benzo[1,4]oxazine), C(CCC)[Li] (n-butyllitium), CCCCCC (hexane). Run in C1CCOC1 (THF), C1CCOC1 (THF), O (water), C(C)(C)O (isopropanol). Conditions: time 10 minute. Product: C(C)OC=1C=C(C=CC1OC)C(=O)C1=CC2=C(N(CCO2)C)C=C1 ((3-ethoxy-4-methoxy-phenyl)-(4-methyl-3,4-dihydro-2H-benzo[1,4]oxazin-7-yl)-methanone). The yield is 86.5%. As a reaction SMILES: Br[C:2]1[CH:12]=[CH:11][C:5]2[N:6]([CH3:10])[CH2:7][CH2:8][O:9][C:4]=2[CH:3]=1.C([Li])CCC.CCCCCC.[CH2:24]([O:26][C:27]1[CH:28]=[C:29]([CH:36]=[CH:37][C:38]=1[O:39][CH3:40])[C:30](N(OC)C)=[O:31])[CH3:25]>C1COCC1.O.C(O)(C)C>[CH2:24]([O:26][C:27]1[CH:28]=[C:29]([C:30]([C:2]2[CH:12]=[CH:11][C:5]3[N:6]([CH3:10])[CH2:7][CH2:8][O:9][C:4]=3[CH:3]=2)=[O:31])[CH:36]=[CH:37][C:38]=1[O:39][CH3:40])[CH3:25]. Procedure details: To a solution of 7-bromo-4-methyl-3,4-dihydro-2H-benzo[1,4]oxazine (1.8 g, 7.9 mmol) in THF (15 mL) was added a solution of n-butyllitium in hexane (2.6 mL, 2.5 N, 6.5 mmol) at −78° C. and kept for 10 min. To the mixture was added a solution of 3-ethoxy-4,N-dimethoxy-N-methyl-benzamide (1.4 g, 6.0 mmol) in THF (10 mL) at −78° C. After 30 min, isopropanol (2 mL) and water (30 mL) was added to the mixture, and the cold bath was removed. The mixture was stirred at room temperature for 20 min. The m...